This data is from the Open Reaction Database (ORD), a public repository of structured organic reaction records. The task is: describe an organic reaction: reactants, conditions, products, and yield The reactants are tert-butyl ester, C1(CC1)S(=O)(=O)N1CCN(CC1)C(=O)O (4-cyclopropanesulfonyl-piperazine-1-carboxylic acid), Cl (hydrochloric acid), ClCCl (dichloromethane). Solvent: O1CCOCC1 (dioxane). Run at time 2.5 hour. Yields the product Cl.C1(CC1)S(=O)(=O)N1CCNCC1 (1-cyclopropanesulfonyl-piperazine hydrochloride). RXN SMILES: [CH:1]1([S:4]([N:7]2[CH2:12][CH2:11][N:10](C(O)=O)[CH2:9][CH2:8]2)(=[O:6])=[O:5])[CH2:3][CH2:2]1.[Cl:16]CCl.Cl>O1CCOCC1>[ClH:16].[CH:1]1([S:4]([N:7]2[CH2:8][CH2:9][NH:10][CH2:11][CH2:12]2)(=[O:5])=[O:6])[CH2:3][CH2:2]1 |f:4.5|. Procedure details: 14.37 g of tert-butyl ester of 4-cyclopropanesulfonyl-piperazine-1-carboxylic acid is put in a 2-liter three-necked flask, under nitrogen atmosphere. 412 ml of dichloromethane is added. The reaction mixture is cooled in an ice bath and 4M hydrochloric acid in solution in dioxane is added dropwise. The reaction mixture is allowed to return gradually to room temperature. The reaction mixture is stirred for 2.5 h, then evaporated and concentrated. The residue is taken up in a small amount of ethyl ... Reaction conditions: time 48 hour. Reactants: Br.Br.NC=1C=NC2=C(CCNCC2)N1 (2-amino-6,7,8,9-tetrahydro-5H-pyrazino[2,3-d]azepine dihydrobromide), C(C)N(C(C)C)C(C)C (N-ethyl-diisopropylamine), ClC1=CC=C(CCl)C=C1 (p-chloro-benzyl-chloride). The solvent is C(C)#N (acetonitrile). Product: NC=1C=NC2=C(CCN(CC2)CC2=CC=C(C=C2)Cl)N1 (2-Amino-7-(p-chloro-benzyl)-6,7,8,9-tetrahydro-5H-pyrazino[2,3-d]azepine). As a reaction SMILES: Br.Br.[NH2:3][C:4]1[CH:5]=[N:6][C:7]2[CH2:13][CH2:12][NH:11][CH2:10][CH2:9][C:8]=2[N:14]=1.C(N(C(C)C)C(C)C)C.[Cl:24][C:25]1[CH:32]=[CH:31][C:28]([CH2:29]Cl)=[CH:27][CH:26]=1>C(#N)C>[NH2:3][C:4]1[CH:5]=[N:6][C:7]2[CH2:13][CH2:12][N:11]([CH2:29][C:28]3[CH:31]=[CH:32][C:25]([Cl:24])=[CH:26][CH:27]=3)[CH2:10][CH2:9][C:8]=2[N:14]=1 |f:0.1.2|. Procedure details: 3.0 gm (9.2 mmols) of 2-amino-6,7,8,9-tetrahydro-5H-pyrazino[2,3-d]azepine dihydrobromide were suspended in 100 ml of acetonitrile, 7.5 ml of N-ethyl-diisopropylamine were added to the suspension, and the mixture was admixed dropwise with 1.5 gm (9.3 mmols) of p-chloro-benzyl-chloride. The reaction mixture was stirred for 48 hours and then evaporated, the residue was acidified with dilute hydrochloric acid, and the mixture was extracted with methylene chloride. The aqueous phase was made alkalin... The reactants are C(C)(C)(C)OC(=O)N1CC2=CC=C(C=C2CC1)OS(=O)(=O)C(F)(F)F (6-trifluoromethanesulfonyloxy-3,4-dihydro-1H-isoquinoline-2-carboxylic acid tert-butyl ester), ClC1=CC=C(C=C1)B(O)O (4-chlorophenyl boronic acid), C([O-])([O-])=O.[Na+].[Na+] (sodium carbonate). The reagents and catalysts are C=1C=CC(=CC1)[P](C=2C=CC=CC2)(C=3C=CC=CC3)[Pd]([P](C=4C=CC=CC4)(C=5C=CC=CC5)C=6C=CC=CC6)([P](C=7C=CC=CC7)(C=8C=CC=CC8)C=9C=CC=CC9)[P](C=1C=CC=CC1)(C=1C=CC=CC1)C=1C=CC=CC1 (tetrakis(triphenylphosphine)palladium(0)). Solvent: O (water), C1(=CC=CC=C1)C (toluene). Conditions: temperature 90 celsius. Product: C(C)(C)(C)OC(=O)N1CC2=CC=C(C=C2CC1)C1=CC=C(C=C1)Cl (6-(4-Chlorophenyl)-3,4-dihydro-1H-isoquinoline-2-carboxylic acid tert-butyl ester). The yield is 38.8%. As a reaction SMILES: [C:1]([O:5][C:6]([N:8]1[CH2:17][CH2:16][C:15]2[C:10](=[CH:11][CH:12]=[C:13](OS(C(F)(F)F)(=O)=O)[CH:14]=2)[CH2:9]1)=[O:7])([CH3:4])([CH3:3])[CH3:2].[Cl:26][C:27]1[CH:32]=[CH:31][C:30](B(O)O)=[CH:29][CH:28]=1.C(=O)([O-])[O-].[Na+].[Na+]>C1(C)C=CC=CC=1.O.C1C=CC([P]([Pd]([P](C2C=CC=CC=2)(C2C=CC=CC=2)C2C=CC=CC=2)([P](C2C=CC=CC=2)(C2C=CC=CC=2)C2C=CC=CC=2)[P](C2C=CC=CC=2)(C2C=CC=CC=2)C2C=CC=CC=2)(C2C=CC=CC=2)C2C=CC=CC=2)=CC=1>[C:1]([O:5][C:6]([N:8]1[CH2:17][CH2:16][C:15]2[C:10](=[CH:11][CH:12]=[C:13]([C:30]3[CH:31]=[CH:32][C:27]([Cl:26])=[CH:28][CH:29]=3)[CH:14]=2)[CH2:9]1)=[O:7])([CH3:4])([CH3:3])[CH3:2] |f:2.3.4,^1:53,55,74,93|. Procedure: To a mixture of 6-trifluoromethanesulfonyloxy-3,4-dihydro-1H-isoquinoline-2-carboxylic acid tert-butyl ester (2 g, 5.25 mmol) and 4-chlorophenyl boronic acid (1.17 g, 7.5 mmol)in toluene (20 ml) was added a 2M sodium carbonate solution (7.5 ml). The reaction mixture was stirred under a nitrogen atmosphere, then tetrakis(triphenylphosphine)palladium(0) (0.29 g, 0.25 mmol) was added and the reaction mixture was heated at 90° C. for 18 h. After allowing to cool the reaction mixture was diluted with... Reactants: CC(=O)Cl, ClCCl, OC(CBr)Cc1ccccc1. Product: CC(=O)OC(CBr)Cc1ccccc1. Reaction SMILES: [CH3:12][C:13]([Cl:14])=[O:15].[Cl:16][CH2:17][Cl:18].[OH:1][CH:2]([CH2:3][Br:4])[CH2:5][c:6]1[cH:7][cH:8][cH:9][cH:10][cH:11]1>>[O:1]([CH:2]([CH2:3][Br:4])[CH2:5][c:6]1[cH:7][cH:8][cH:9][cH:10][cH:11]1)[C:13]([CH3:12])=[O:15]. Reactants: C(C)(=O)OC(C(C)N1CCC(CC1)N1C(N(C2=C1C=CC=C2)C(C)=O)=O)C2=CC(=C(C=C2)OC)OC (1-[3-acetoxy-3-(3,4-dimethoxyphenyl)-2-propyl]-4-(3-acetyl-2-keto-1-benzimidazolinyl)-piperidine), Cl(=O)(=O)(=O)[O-].[Mg+2].Cl(=O)(=O)(=O)[O-] (magnesium perchlorate), O (Water). Solvent: C(Cl)(Cl)Cl (chloroform), CO (methanol). Conditions: time 2 minute. Yields the product C(C)(=O)OC(C(C)N1CCC(CC1)N1C(NC2=C1C=CC=C2)=O)C2=CC(=C(C=C2)OC)OC (1-[3-acetoxy-3-(3,4-dimethoxyphenyl)-2-propyl]-4-(2-keto-1-benzimidazolinyl)-piperidine). Isolated yield 85.9%. RXN SMILES: [C:1]([O:4][CH:5]([C:27]1[CH:32]=[CH:31][C:30]([O:33][CH3:34])=[C:29]([O:35][CH3:36])[CH:28]=1)[CH:6]([N:8]1[CH2:13][CH2:12][CH:11]([N:14]2[C:18]3[CH:19]=[CH:20][CH:21]=[CH:22][C:17]=3[N:16](C(=O)C)[C:15]2=[O:26])[CH2:10][CH2:9]1)[CH3:7])(=[O:3])[CH3:2].Cl([O-])(=O)(=O)=O.[Mg+2].Cl([O-])(=O)(=O)=O.O>C(Cl)(Cl)Cl.CO>[C:1]([O:4][CH:5]([C:27]1[CH:32]=[CH:31][C:30]([O:33][CH3:34])=[C:29]([O:35][CH3:36])[CH:28]=1)[CH:6]([N:8]1[CH2:13][CH2:12][CH:11]([N:14]2[C:18]3[CH:19]=[CH:20][CH:21]=[CH:22][C:17]=3[NH:16][C:15]2=[O:26])[CH2:10][CH2:9]1)[CH3:7])(=[O:3])[CH3:2] |f:1.2.3|. Reported procedure: In this Example, 0.7 g of 1-[3-acetoxy-3-(3,4-dimethoxyphenyl)-2-propyl]-4-(3-acetyl-2-keto-1-benzimidazolinyl)-piperidine is dissolved in a mixture of 2 ml of chloroform and 1 ml of methanol. To the solution is added 0.7 g of magnesium perchlorate and the mixture is stirred at room temperature for 2 minutes. Water is added to the reaction solution and the mixture is stirred. The chloroform layer is recovered and washed 2 times with water. The washed solution is dried and chloroform is distilled... Reactants: [Al+3], O=Cc1cccc2c3c([nH]c12)CCC3, C1CCOC1, Cl, [H-], [H-], [H-], [H-], [Li+], NO, [Na+], [Na+], O=S(=O)([O-])[O-], c1ccncc1. Product: NCc1cccc2c3c([nH]c12)CCC3. As a reaction SMILES: [Al+3:19].[CH2:1]1[CH2:2][CH2:3][c:4]2[nH:5][c:6]3[c:7]([CH:13]=[O:14])[cH:8][cH:9][cH:10][c:11]3[c:12]21.[CH2:31]1[O:32][CH2:33][CH2:34][CH2:35]1.[ClH:15].[H-:18].[H-:21].[H-:22].[H-:23].[Li+:20].[NH2:16][OH:17].[Na+:24].[Na+:25].[O-:26][S:27]([O-:28])(=[O:29])=[O:30].[cH:36]1[cH:37][cH:38][n:39][cH:40][cH:41]1>>[CH2:1]1[CH2:2][CH2:3][c:4]2[nH:5][c:6]3[c:7]([CH2:13][NH2:16])[cH:8][cH:9][cH:10][c:11]3[c:12]21. The reactants are FC(C=1C=C(N)C=CC1)(F)F (3-Trifluoromethylaniline), O1CC1C (1,2-epoxypropane), ( a ). The product is OC(CNC1=CC(=CC=C1)C(F)(F)F)C (N-(β-hydroxypropyl)-3-trifluoromethyl-aniline). Isolated yield 61.5%. Reaction SMILES: [F:1][C:2]([F:11])([F:10])[C:3]1[CH:4]=[C:5]([CH:7]=[CH:8][CH:9]=1)[NH2:6].[O:12]1[CH:14]([CH3:15])[CH2:13]1>>[OH:12][CH:14]([CH3:15])[CH2:13][NH:6][C:5]1[CH:7]=[CH:8][CH:9]=[C:3]([C:2]([F:10])([F:11])[F:1])[CH:4]=1. Procedure: 3-Trifluoromethylaniline is reacted with 1,2-epoxypropane as described in Example 3, Method (b), point (a) to obtain N-(β-hydroxypropyl)-3-trifluoromethyl-aniline with a yield of 61.5%; b.p.: 112°-118° C./0.5 mm Hg. Reaction conditions: time 10 minute. The reactants are F[C@@H](C)[C@@H]1[C@H]([C@@H]([C@H]2N=C(S[C@H]2O1)N(C)C)OCC1=CC=C(C=C1)OC)OCC1=CC=C(C=C1)OC ((3aR,5S,6S,7R,7aR)-5-((S)-1-fluoroethyl)-6,7-bis(4-methoxybenzyloxy)-N,N-dimethyl-5,6,7,7a-tetrahydro-3aH-pyrano[3,2-d]thiazol-2-amine), C(=O)(C(F)(F)F)O (TFA). Yield: 24.0%. The product is CN(C=1S[C@@H]2[C@H](N1)[C@H]([C@@H]([C@H](O2)C(C)=O)OCC2=CC=C(C=C2)OC)OCC2=CC=C(C=C2)OC)C (1-((3aR,5S,6S,7R,7aR)-2-(Dimethylamino)-6,7-bis(4-methoxybenzyloxy)-5,6,7,7a-tetrahydro-3aH-pyrano[3,2-d]thiazol-5-yl)ethanone). Procedure details: A solution of (3aR,5S,6S,7R,7aR)-5-((S)-1-fluoroethyl)-6,7-bis(4-methoxybenzyloxy)-N,N-dimethyl-5,6,7,7a-tetrahydro-3aH-pyrano[3,2-d]thiazol-2-amine (240 mg, 0.48 mmol) in dichloromethane (20 mL) was treated with TFA (2 mL) for 1 h at room temperature. The reaction mixture was concentrated under reduced pressure to give a residue, which was purified by Prep-HPLC under the following conditions [(Agilent 1200 prep HPLC): Column, SunFire Prep C18, 19*50 mm 5 um; mobile phase, water with 0.03% NH4OH... As a reaction SMILES: F[C@H:2]([C@H:4]1[O:12][C@H:11]2[C@H:7]([N:8]=[C:9]([N:13]([CH3:15])[CH3:14])[S:10]2)[C@@H:6]([O:16][CH2:17][C:18]2[CH:23]=[CH:22][C:21]([O:24][CH3:25])=[CH:20][CH:19]=2)[C@@H:5]1[O:26][CH2:27][C:28]1[CH:33]=[CH:32][C:31]([O:34][CH3:35])=[CH:30][CH:29]=1)[CH3:3].C(O)(C(F)(F)F)=[O:37]>ClCCl>[CH3:14][N:13]([CH3:15])[C:9]1[S:10][C@H:11]2[O:12][C@H:4]([C:2](=[O:37])[CH3:3])[C@@H:5]([O:26][CH2:27][C:28]3[CH:33]=[CH:32][C:31]([O:34][CH3:35])=[CH:30][CH:29]=3)[C@H:6]([O:16][CH2:17][C:18]3[CH:23]=[CH:22][C:21]([O:24][CH3:25])=[CH:20][CH:19]=3)[C@H:7]2[N:8]=1. The solvent is ClCCl (dichloromethane). The reactants are FC=1C=C(C=O)C=CC1C=1SC2=NC(=CC=C2N1)C1(CC1)C1=CC=CC=C1 (3-fluoro-4-(5-(1-phenylcyclopropyl)thiazolo[5,4-b]pyridin-2-yl)benzaldehyde), FC(C(=O)O)(F)F.N1CC(C1)CC(=O)O (2-(azetidin-3-yl)acetic acid trifluoroacetic acid). The product is FC=1C=C(CN2CC(C2)CC(=O)O)C=CC1C=1SC2=NC(=CC=C2N1)C1(CC1)C1=CC=CC=C1 (2-(1-(3-fluoro-4-(5-(1-phenylcyclopropyl)thiazolo[5,4-b]pyridin-2-yl)benzyl)azetidin-3-yl)acetic acid). Reaction SMILES: [F:1][C:2]1[CH:3]=[C:4]([CH:7]=[CH:8][C:9]=1[C:10]1[S:11][C:12]2[C:17]([N:18]=1)=[CH:16][CH:15]=[C:14]([C:19]1([C:22]3[CH:27]=[CH:26][CH:25]=[CH:24][CH:23]=3)[CH2:21][CH2:20]1)[N:13]=2)[CH:5]=O.FC(F)(F)C(O)=O.[NH:35]1[CH2:38][CH:37]([CH2:39][C:40]([OH:42])=[O:41])[CH2:36]1>>[F:1][C:2]1[CH:3]=[C:4]([CH:7]=[CH:8][C:9]=1[C:10]1[S:11][C:12]2[C:17]([N:18]=1)=[CH:16][CH:15]=[C:14]([C:19]1([C:22]3[CH:23]=[CH:24][CH:25]=[CH:26][CH:27]=3)[CH2:20][CH2:21]1)[N:13]=2)[CH2:5][N:35]1[CH2:38][CH:37]([CH2:39][C:40]([OH:42])=[O:41])[CH2:36]1 |f:1.2|. Reported procedure: Reaction of 3-fluoro-4-(5-(1-phenylcyclopropyl)thiazolo[5,4-b]pyridin-2-yl)benzaldehyde (100.0 mg, 0.267 mmol) and 2-(azetidin-3-yl)acetic acid trifluoroacetic acid (88.1 mg, 0.384 mmol) according to Reference R and the general procedure for reductive amination to give 2-(1-(3-fluoro-4-(5-(1-phenylcyclopropyl)thiazolo[5,4-b]pyridin-2-yl)benzyl)azetidin-3-yl)acetic acid as a tan solid. MS (ESI) m/z: Calculated: 473.2; Observed: 474.1 (M++1).